The task is: describe an organic reaction: reactants, conditions, products, and yield. This data is from the Open Reaction Database (ORD), a public repository of structured organic reaction records. The reactants are C(O)([O-])=O.[Na+] (sodium hydrogencarbonate), C(C)NCC (diethylamine), C([O-])([O-])=O.[Na+].[Na+] (sodium carbonate), C(CCC)C=1CC2=CC3=C(C=C2C1Br)OCO3 (2-n-butyl-3-bromo-5,6-methylenedioxyindene). Solvent: CS(=O)C (dimethylsulfoxide). Conditions: time 5 hour. Product: C(CCC)C=1CC2=CC3=C(C=C2C1N(CC)CC)OCO3 (2-n-butyl-3-diethylamino-5,6-methylenedioxyindene). Yield: 65.0%. Reaction SMILES: [CH2:1]([NH:3][CH2:4][CH3:5])[CH3:2].C(=O)([O-])[O-].[Na+].[Na+].[CH2:12]([C:16]1[CH2:17][C:18]2[C:23]([C:24]=1Br)=[CH:22][C:21]1[O:26][CH2:27][O:28][C:20]=1[CH:19]=2)[CH2:13][CH2:14][CH3:15].C(=O)([O-])O.[Na+]>CS(C)=O>[CH2:12]([C:16]1[CH2:17][C:18]2[C:23]([C:24]=1[N:3]([CH2:4][CH3:5])[CH2:1][CH3:2])=[CH:22][C:21]1[O:26][CH2:27][O:28][C:20]=1[CH:19]=2)[CH2:13][CH2:14][CH3:15] |f:1.2.3,5.6|. Procedure details: To a solution containing 300 mg of diethylamine and 430 mg of sodium carbonate in 6 ml of dimethylsulfoxide, 600 mg of 2-n-butyl-3-bromo-5,6-methylenedioxyindene was added at room temperature. The reaction mixture was stirred for 5 hours. After completion of the reaction, the reaction mixture was added with a saturated aqueous solution of sodium hydrogencarbonate and then extracted with ether. The ethereal layer was washed with water, dried over anhydrous magnesium sulfate and then concentrated ... The reactants are imine, COC1=C(C=CC=C1)C(CC(C=O)(C(F)(F)F)O)(C)C (4-(2-methoxyphenyl)-2-hydroxy-4-methyl-2-(trifluoromethyl)pentanal), NC1=C2COC(=O)C2=CC=C1 (4-aminophthalide), imine, bromine tribromide. Product: CC1(CC(C(C2=CC=CC(=C12)OC)NC1=C2COC(=O)C2=CC=C1)(C(F)(F)F)O)C (4-{[4,4-dimethyl-2-hydroxy-5-methoxy-2-(trifluoromethyl)-1,2,3,4-tetrahydronaphthalen-1-yl]amino}-phthalide). Yield: 19.0%. RXN SMILES: [CH3:1][O:2][C:3]1[CH:8]=[CH:7][CH:6]=[CH:5][C:4]=1[C:9]([CH3:20])([CH3:19])[CH2:10][C:11]([OH:18])([C:14]([F:17])([F:16])[F:15])[CH:12]=O.[NH2:21][C:22]1[CH:31]=[CH:30][CH:29]=[C:28]2[C:23]=1[CH2:24][O:25][C:26]2=[O:27].Br(Br)(Br)Br>>[CH3:19][C:9]1([CH3:20])[C:4]2[C:5](=[CH:6][CH:7]=[CH:8][C:3]=2[O:2][CH3:1])[CH:12]([NH:21][C:22]2[CH:31]=[CH:30][CH:29]=[C:28]3[C:23]=2[CH2:24][O:25][C:26]3=[O:27])[C:11]([OH:18])([C:14]([F:15])([F:17])[F:16])[CH2:10]1. Procedure details: Analogously to Example 10, the corresponding imine is produced starting from 600 mg of 4-(2-methoxyphenyl)-2-hydroxy-4-methyl-2-(trifluoromethyl)pentanal and 308 mg of 4-aminophthalide. By reaction of 640 mg of the imine with 7.7 ml of bromine tribromide solution (1 M in dichloromethane), 165 mg of 4-{[4,4-dimethyl-2-hydroxy-5-methoxy-2-(trifluoromethyl)-1,2,3,4-tetrahydronaphthalen-1-yl]amino}-phthalide is obtained as fraction 1, and 115 mg of 4-{[2,5-dihydroxy-4,4-dimethyl-2-(trifluoromethyl)-... Starting materials: BrC1=CC=C(C=C1)C(C(=O)OCC)(C)C (Ethyl 2-(4-bromophenyl)-2-methylpropanoate), [OH-].[Na+] (sodium hydroxide). Solvent: O1CCCC1 (tetrahydrofuran), CO (methanol). Run at time 16 hour. Yields the product BrC1=CC=C(C=C1)C(C(=O)O)(C)C (2-(4-bromophenyl)-2-methylpropanoic Acid). RXN SMILES: [Br:1][C:2]1[CH:7]=[CH:6][C:5]([C:8]([CH3:15])([CH3:14])[C:9]([O:11]CC)=[O:10])=[CH:4][CH:3]=1.[OH-].[Na+]>O1CCCC1.CO>[Br:1][C:2]1[CH:3]=[CH:4][C:5]([C:8]([CH3:15])([CH3:14])[C:9]([OH:11])=[O:10])=[CH:6][CH:7]=1 |f:1.2|. Procedure details: To a solution of the product of Example 22A (3.7 g, 13.6 mmoles) in tetrahydrofuran (110.0 ml) and methanol (37.0 ml) was added 2 N sodium hydroxide (19.0 ml) and the solution was stirred at ambient temperature for about 16 hours. The reaction mixture was concentrated in vacuum down to the water layer, was cooled with an ice bath, and was acidified by addition of 2N hydrochloric acid. The precipitate was filtered off and was dried in vacuum to provide the title compound.